Dataset: the Open Reaction Database (ORD), a public repository of structured organic reaction records. Task: describe an organic reaction: reactants, conditions, products, and yield The reactants are NC1=CC(=C(C(=C1)Cl)O)Cl (4-Amino-2,6-dichlorophenol), CN(C1=CC=CC=C1)C (N,N-dimethylaniline), Cl (hydrochloric acid), [OH-].[Na+] (sodium hydroxide), C(C)(=O)C1=C(C(=C(C(C(=O)Cl)=C1)O)C(C)=O)O (diacetyl-β-resorcyloyl chloride), Cl (hydrochloric acid). Run in CC(=O)C (acetone), CC(=O)C (acetone), CC(=O)C (acetone), CC(=O)C (acetone). Run at temperature 2 celsius. Yields the product ClC=1C=C(C(=O)NC2=C(C=C(C=C2)O)O)C=C(C1O)Cl (3,5-dichloro-2',4',4-trihydroxybenzanilide). The yield is 84.8%. Reaction SMILES: N[C:2]1[CH:7]=[C:6]([Cl:8])[C:5]([OH:9])=[C:4]([Cl:10])[CH:3]=1.C[N:12]([CH3:19])C1C=CC=CC=1.C([C:23]1[CH:31]=[C:27](C(Cl)=O)[C:26]([OH:32])=[C:25](C(=O)C)[C:24]=1[OH:36])(=O)C.Cl.[OH-:38].[Na+]>CC(C)=O>[Cl:10][C:4]1[CH:3]=[C:2]([CH:7]=[C:6]([Cl:8])[C:5]=1[OH:9])[C:19]([NH:12][C:27]1[CH:31]=[CH:23][C:24]([OH:36])=[CH:25][C:26]=1[OH:32])=[O:38] |f:4.5|. Procedure: 4-Amino-2,6-dichlorophenol (10 g.) and N,N-dimethylaniline (10 ml.) were dissolved in acetone (100 ml.) to which, with stirring and under cooling at 0-4° C., the acetone solution of diacetyl-β-resorcyloyl chloride was added dropwise. After several hours, the reaction mixture was made acidic with hydrochloric acid, and was subjected to evaporation under reduced pressure until the volume was halved. The resultant solution was added to 1 liter of 4 N hydrochloric acid and allowed to stand in the co... The reactants are C(CC)C=1C=C(C(O)=CC1)O (4-Propyl catechol), C(=O)([O-])[O-].[K+].[K+] (K2CO3). Run in CN(C)C=O.ClCCl (DMF dichloromethane), CN(C)C=O.ClCCl (DMF dichloromethane). Conditions: temperature 117.5 celsius. Yields the product C(CC)C=1C=CC2=C(COO2)C1 (5-propyl Benzodioxole). As a reaction SMILES: [CH2:1]([C:4]1[CH:5]=[C:6](O)[C:7](=[CH:9][CH:10]=1)[OH:8])[CH2:2][CH3:3].[C:12]([O-])([O-])=[O:13].[K+].[K+]>CN(C=O)C.ClCCl>[CH2:1]([C:4]1[CH:10]=[CH:9][C:7]2[O:8][O:13][CH2:12][C:6]=2[CH:5]=1)[CH2:2][CH3:3] |f:1.2.3,4.5|. Procedure: 4-Propyl catechol (10.7 g; 70 mmols) was dissolved in a 90:10 (v/v) DMF/dichloromethane mixture (17 ml). The resulting solution was added very slowly to a suspension of anhydrous K2CO3 (14.1 g; 87 mmols) in a 90:10 (v/v) DMF/dichloromethane mixture (85 ml), maintained at 115-120° C. Starting materials: ClC1=CC=C(O)C(Cl)=C1. The reagents and catalysts are O1B(OC(C)(C)C1(C)C)B2OC(C)(C)C(O2)(C)C, N=1C=CC(=CC1C=2N=CC=C(C2)C(C)(C)C)C(C)(C)C, O1BOC(C)(C)C1(C)C, C[OH2+].C[OH2+].C1CC=CCCC=C1.C1CC=CCCC=C1.[Ir].[Ir]. Solvent: C1CCCCC1. Reaction conditions: temperature 80 celsius, time 8 hour. Yields the product ClC=1C=C(Cl)C(O)=C(C1)B2OC(C)(C)C(O2)(C)C. Yield: 49.0%.